This data is from the Open Reaction Database (ORD), a public repository of structured organic reaction records. The task is: describe an organic reaction: reactants, conditions, products, and yield Reactants: ClCCl, O=C(O)Cc1cc(F)cc(F)c1, CC(N)C(=O)NC1C(=O)Nc2ccccc2OC1c1ccccc1, On1nnc2ccccc21. Yields the product CC(NC(=O)Cc1cc(F)cc(F)c1)C(=O)NC1C(=O)Nc2ccccc2OC1c1ccccc1. As a reaction SMILES: [Cl:47][CH2:48][Cl:49].[F:25][c:26]1[cH:27][c:28]([CH2:33][C:34](=[O:35])[OH:36])[cH:29][c:30]([F:32])[cH:31]1.[O:1]=[C:2]1[CH:3]([NH:19][C:20]([CH:21]([NH2:22])[CH3:23])=[O:24])[CH:4]([c:13]2[cH:14][cH:15][cH:16][cH:17][cH:18]2)[O:5][c:6]2[c:7]([cH:9][cH:10][cH:11][cH:12]2)[NH:8]1.[OH:37][n:38]1[c:39]2[c:40]([cH:41][cH:42][cH:43][cH:44]2)[n:45][n:46]1>>[O:1]=[C:2]1[CH:3]([NH:19][C:20]([CH:21]([NH:22][C:34]([CH2:33][c:28]2[cH:27][c:26]([F:25])[cH:31][c:30]([F:32])[cH:29]2)=[O:35])[CH3:23])=[O:24])[CH:4]([c:13]2[cH:14][cH:15][cH:16][cH:17][cH:18]2)[O:5][c:6]2[c:7]([cH:9][cH:10][cH:11][cH:12]2)[NH:8]1. The reactants are Cl.Cl.NC1=NC=CC(=C1)OC1=C(C=C(C=C1)NC1=NC(=NC=C1C(=O)NC1=C(C=C(C=C1)F)F)C#N)F (4-(4-(2-aminopyridin-4-yloxy)-3-fluorophenylamino)-2-cyano-N-(2,4-difluorophenyl)pyrimidine-5-carboxamide, dihydrochloride salt), Cl (HCl), Cl (HCl). Reagents/catalysts: [OH-].[OH-].[Pd+2] (palladium hydroxide on carbon). Run in CO (methanol), CCOCC (ether), C1CCOC1 (THF), CCOCC (ether). Conditions: time 2 hour. Product: Cl.Cl.Cl.NCC1=NC=C(C(=N1)NC1=CC(=C(C=C1)OC1=CC(=NC=C1)N)F)C(=O)NC1=C(C=C(C=C1)F)F (2-(Aminomethyl)-4-(4-(2-aminopyridin-4-yloxy)-3-fluorophenylamino)-N-(2,4-difluorophenyl)pyrimidine-5-carboxamide, trihydrochloride salt). Isolated yield 110.4%. Reaction SMILES: [ClH:1].Cl.[NH2:3][C:4]1[CH:9]=[C:8]([O:10][C:11]2[CH:16]=[CH:15][C:14]([NH:17][C:18]3[C:23]([C:24]([NH:26][C:27]4[CH:32]=[CH:31][C:30]([F:33])=[CH:29][C:28]=4[F:34])=[O:25])=[CH:22][N:21]=[C:20]([C:35]#[N:36])[N:19]=3)=[CH:13][C:12]=2[F:37])[CH:7]=[CH:6][N:5]=1.Cl>CO.C1COCC1.CCOCC.[OH-].[OH-].[Pd+2]>[ClH:1].[ClH:1].[ClH:1].[NH2:36][CH2:35][C:20]1[N:19]=[C:18]([NH:17][C:14]2[CH:15]=[CH:16][C:11]([O:10][C:8]3[CH:7]=[CH:6][N:5]=[C:4]([NH2:3])[CH:9]=3)=[C:12]([F:37])[CH:13]=2)[C:23]([C:24]([NH:26][C:27]2[CH:32]=[CH:31][C:30]([F:33])=[CH:29][C:28]=2[F:34])=[O:25])=[CH:22][N:21]=1 |f:0.1.2,7.8.9,10.11.12.13|. Procedure details: To a solution of 4-(4-(2-aminopyridin-4-yloxy)-3-fluorophenylamino)-2-cyano-N-(2,4-difluorophenyl)pyrimidine-5-carboxamide, dihydrochloride salt (48 mg, 0.092 mmol) in methanol (1 mL) was added 1 N HCl in ether (30 μL, 0.03 mmol), and 20% palladium hydroxide on carbon (48 mg). The suspension was purged with hydrogen and was stirred 2 h. Additional palladium hydroxide (38 mg) and methanol (1 mL) was added and the mixture was stirred an additional 4 h. The mixture was filtered through Celite® and ... The reactants are CCCCc1noc(C)c1CO, C1CCOC1, COC(=O)c1cc(O)ns1, CCOC(=O)N=NC(=O)OCC, c1ccc(P(c2ccccc2)c2ccccc2)cc1. The product is CCCCc1noc(C)c1COc1cc(C(=O)OC)sn1. Reaction SMILES: [CH2:1]([CH2:2][CH2:3][CH3:4])[c:5]1[n:6][o:7][c:8]([CH3:12])[c:9]1[CH2:10][OH:11].[CH2:54]1[O:55][CH2:56][CH2:57][CH2:58]1.[CH3:13][O:14][C:15](=[O:16])[c:17]1[cH:18][c:19]([OH:22])[n:20][s:21]1.[O:42]=[C:43]([O:44][CH2:45][CH3:46])[N:47]=[N:48][C:49]([O:50][CH2:51][CH3:52])=[O:53].[c:23]1([P:24]([c:25]2[cH:26][cH:27][cH:28][cH:29][cH:30]2)[c:31]2[cH:32][cH:33][cH:34][cH:35][cH:36]2)[cH:37][cH:38][cH:39][cH:40][cH:41]1>>[CH2:1]([CH2:2][CH2:3][CH3:4])[c:5]1[n:6][o:7][c:8]([CH3:12])[c:9]1[CH2:10][O:11][c:19]1[cH:18][c:17]([C:15]([O:14][CH3:13])=[O:16])[s:21][n:20]1. The reactants are CCCCCC, CCCCCC, CC(=O)O, ClCCl, N#CC(c1ccccc1)(c1ccc(F)cc1)c1ccc(F)cc1, [NH4+], [OH-], O, O=S(=O)(O)O. The product is NC(=O)C(c1ccccc1)(c1ccc(F)cc1)c1ccc(F)cc1. Reaction SMILES: [CH3:35][CH2:36][CH2:37][CH2:38][CH2:39][CH3:40].[CH3:44][CH2:45][CH2:46][CH2:47][CH2:48][CH3:49].[CH3:6][C:7]([OH:8])=[O:9].[Cl:41][CH2:42][Cl:43].[F:10][c:11]1[cH:12][cH:13][c:14]([C:17]([C:18]#[N:19])([c:20]2[cH:21][cH:22][cH:23][cH:24][cH:25]2)[c:26]2[cH:27][cH:28][c:29]([F:32])[cH:30][cH:31]2)[cH:15][cH:16]1.[NH4+:33].[OH-:34].[OH2:50].[S:1](=[O:2])(=[O:3])([OH:4])[OH:5]>>[O:8]=[C:18]([C:17]([c:14]1[cH:13][cH:12][c:11]([F:10])[cH:16][cH:15]1)([c:20]1[cH:21][cH:22][cH:23][cH:24][cH:25]1)[c:26]1[cH:27][cH:28][c:29]([F:32])[cH:30][cH:31]1)[NH2:19]. Reactants: C(CCCCCCCC=CCCCCCCCC)NCCCN (N-(9-octadecenyl)-1,3-propylenediamine), C(CC(=O)C)(=O)OCC (ethyl acetoacetate). Yields the product C(CCCCCCCC=CCCCCCCCC)N1C(CC(=NCCC1)C)=O (1-(9-octadecenyl)-4-methyl-3,6,7,8-tetrahydro-1,5-diazocin-2-one). RXN SMILES: [CH2:1]([NH:19][CH2:20][CH2:21][CH2:22][NH2:23])[CH2:2][CH2:3][CH2:4][CH2:5][CH2:6][CH2:7][CH2:8][CH:9]=[CH:10][CH2:11][CH2:12][CH2:13][CH2:14][CH2:15][CH2:16][CH2:17][CH3:18].[C:24]([O:30]CC)(=O)[CH2:25][C:26]([CH3:28])=O>>[CH2:1]([N:19]1[CH2:20][CH2:21][CH2:22][N:23]=[C:26]([CH3:28])[CH2:25][C:24]1=[O:30])[CH2:2][CH2:3][CH2:4][CH2:5][CH2:6][CH2:7][CH2:8][CH:9]=[CH:10][CH2:11][CH2:12][CH2:13][CH2:14][CH2:15][CH2:16][CH2:17][CH3:18]. Procedure: Into an apparatus similar to that in Example 1, were charged 324.1 g (1 mole) of N-(9-octadecenyl)-1,3-propylenediamine and 130.1 g (1 mole) of ethyl acetoacetate. At 110° to 120° C. and under a reduced pressure of 50 mmHg, 18 g of water and 46 g of ethanol had been distilled off to obtain 1-(9-octadecenyl)-4-methyl-3,6,7,8-tetrahydro-1,5-diazocin-2-one.